This data is from the Open Reaction Database (ORD), a public repository of structured organic reaction records. The task is: describe an organic reaction: reactants, conditions, products, and yield Reactants: FC=1C=C(C=CC1OC)C(CC1=CC=C(C=C1)SC)=NO (1-(3-Fluoro-4-methoxyphenyl)-2-[4-(methylthio)phenyl]-ethan-1-one oxime), C(C)(=O)OC(C)=O (acetic anhydride). Yields the product FC=1C=C(C=CC1OC)C1=NOC(=C1C1=CC=C(C=C1)SC)C (3-(3-Fluoro-4-methoxyphenyl)-5-methyl-4-[4-(methylthio)phenyl]isoxazole). The yield is 30.0%. Reaction SMILES: [F:1][C:2]1[CH:3]=[C:4]([C:10](=[N:20][OH:21])[CH2:11][C:12]2[CH:17]=[CH:16][C:15]([S:18][CH3:19])=[CH:14][CH:13]=2)[CH:5]=[CH:6][C:7]=1[O:8][CH3:9].[C:22](OC(=O)C)(=O)[CH3:23]>>[F:1][C:2]1[CH:3]=[C:4]([C:10]2[C:11]([C:12]3[CH:17]=[CH:16][C:15]([S:18][CH3:19])=[CH:14][CH:13]=3)=[C:22]([CH3:23])[O:21][N:20]=2)[CH:5]=[CH:6][C:7]=1[O:8][CH3:9]. Procedure: 3-(3-Fluoro-4-methoxyphenyl)-5-methyl-4-[4-(methylthio)phenyl]isoxazole was prepared in 30% yield from 1-(3-fluoro-4-methoxyphenyl)-2-[4-(methylthio)phenyl]-ethan-1-one oxime from Step 2 and acetic anhydride by the procedure described in Example 4, Step 1 and used directly in the next step. Reactants: —Pyridinium chlorochromate, COC1=CC=2C[C@H]([C@H]3[C@H]4CC[C@H]([C@@]4(C)CC[C@@H]3C2C=C1)CO)C ((7α,14β,17α)-3-methoxy-7-methylestra-1,3,5(10)-triene-17-methanol), C(C)(=O)[O-].[Na+] (sodium acetate). Solvent: ClCCl (dichloromethane). Conditions: time 3 hour. Product: COC1=CC=2C[C@H]([C@H]3[C@H]4CC[C@H]([C@@]4(C)CC[C@@H]3C2C=C1)C=O)C ((7α,14β,17α)-3-methoxy-7-methylestra-1,3,5(10)-triene-17-carboxaldehyde). Yield: 71.0%. RXN SMILES: [CH3:1][O:2][C:3]1[CH:20]=[CH:19][C:18]2[C@@H:17]3[C@H:8]([C@@H:9]4[C@@:13]([CH2:15][CH2:16]3)([CH3:14])[C@H:12]([CH2:21][OH:22])[CH2:11][CH2:10]4)[C@H:7]([CH3:23])[CH2:6][C:5]=2[CH:4]=1.C([O-])(=O)C.[Na+]>ClCCl>[CH3:1][O:2][C:3]1[CH:20]=[CH:19][C:18]2[C@@H:17]3[C@H:8]([C@@H:9]4[C@@:13]([CH2:15][CH2:16]3)([CH3:14])[C@H:12]([CH:21]=[O:22])[CH2:11][CH2:10]4)[C@H:7]([CH3:23])[CH2:6][C:5]=2[CH:4]=1 |f:1.2|. Reported procedure: —Pyridinium chlorochromate (10.1 g) was added to a solution of (7α,14β,17α)-3-methoxy-7-methylestra-1,3,5(10)-triene-17-methanol (Example 4, step iv; 5.90 g) in dichloromethane (295 ml) containing sodium acetate (8.85 g) and silica (17.7 g). After 3 h stirring at room temperature the reaction mixture was filtered over dicalite and the filtrate was concentrated under reduced pressure. Column chromatography afforded (7α,14β,17α)-3-methoxy-7-methylestra-1,3,5(10)-triene-17-carboxaldehyde (4.16 g). Starting materials: C(C(=C)C)(=O)O (methacrylic acid), C(C)C1=CC=CC=C1 (ethylbenzene), COC1=CC=C(C=C1)O (p-methoxyphenol). Product: C=CC1=CC=CC=C1.C(C(=C)C)(=O)O (Styrene methacrylic acid). RXN SMILES: [C:1]([OH:6])(=[O:5])[C:2]([CH3:4])=[CH2:3].[CH2:7]([C:9]1[CH:14]=[CH:13][CH:12]=[CH:11][CH:10]=1)[CH3:8].COC1C=CC(O)=CC=1>>[CH2:8]=[CH:7][C:9]1[CH:14]=[CH:13][CH:12]=[CH:11][CH:10]=1.[C:1]([OH:6])(=[O:5])[C:2]([CH3:4])=[CH2:3] |f:3.4|. Procedure details: Example 1 was repeated except that a mixture of methacrylic acid, ethylbenzene and 100 ppm, based on methacrylic acid, of p-methoxyphenol was used instead of the methacrylic acid/ethylbenzene mixture fed to the second and third polymerization vessels. Styrene/methacrylic acid copolymer was obtained at a rate of 3.2 kg per hour. The reactants are Cl (hydrogen chloride), C(C)OCC (diethyl ether), N1C=C(C2=CC=CC=C12)CC(=O)O (Indole-3-acetic acid). Run in C(C)O (ethanol). Yields the product N1C=C(C2=CC=CC=C12)CC(=O)OCC (ethyl indole-3-acetate). Isolated yield 158.3%. Reaction SMILES: [NH:1]1[C:9]2[C:4](=[CH:5][CH:6]=[CH:7][CH:8]=2)[C:3]([CH2:10][C:11]([OH:13])=[O:12])=[CH:2]1.Cl.[CH2:15](OCC)[CH3:16]>C(O)C>[NH:1]1[C:9]2[C:4](=[CH:5][CH:6]=[CH:7][CH:8]=2)[C:3]([CH2:10][C:11]([O:13][CH2:15][CH3:16])=[O:12])=[CH:2]1. Procedure: Indole-3-acetic acid (3.5 g, 20 mmol) was dissolved in ethanol (70 Cm3) and a solution of hydrogen chloride in diethyl ether (12 cm3, 12 mmol) was added. The reaction was heated to reflux for 5 hand upon cooling the solvent was removed under reduced pressure to provide ethyl indole-3-acetate (4 g, 19 mmol, 98%) as a yellow oil. Starting materials: BrC=1C=2N(N=C(C1)Cl)C=CN2 (8-bromo-6-chloroimidazo[1,2-b]pyridazine), NC1=CC=C(C(=O)OC(C)(C)C)C=C1 (tert-butyl 4-aminobenzoate), CN(C)C=O (DMF), CC(C)([O-])C.[K+] (potassium tert-butoxide). Procedure: In a 250 ml round bottom flask, under a nitrogen atmosphere, was added 8-bromo-6-chloroimidazo[1,2-b]pyridazine (5.0 g, 18.6 mmol) from Example I(1), step 1b, tert-butyl 4-aminobenzoate (3.95 g, 20.5 mmol), and DMF (30 ml). The solution was cooled to 0° C. and 1.0 M potassium tert-butoxide in THF (46 ml) was added dropwise via syringe over 30 minutes. The reaction was allowed to stir at room temperature for 30 minutes and then warmed to 50° C. for 2 hrs and then concentrated in vacuo to remove T... Yields the product ClC=1C=C(C=2N(N1)C=CN2)NC2=CC=C(C(=O)OC(C)(C)C)C=C2 (tert-butyl 4-(6-chloroimidazo[1,2-b]pyridazin-8-ylamino)benzoate). Reaction SMILES: Br[C:2]1[C:3]2[N:4]([CH:9]=[CH:10][N:11]=2)[N:5]=[C:6]([Cl:8])[CH:7]=1.[NH2:12][C:13]1[CH:25]=[CH:24][C:16]([C:17]([O:19][C:20]([CH3:23])([CH3:22])[CH3:21])=[O:18])=[CH:15][CH:14]=1.CN(C=O)C.CC(C)([O-])C.[K+]>C1COCC1>[Cl:8][C:6]1[CH:7]=[C:2]([NH:12][C:13]2[CH:25]=[CH:24][C:16]([C:17]([O:19][C:20]([CH3:21])([CH3:22])[CH3:23])=[O:18])=[CH:15][CH:14]=2)[C:3]2[N:4]([CH:9]=[CH:10][N:11]=2)[N:5]=1 |f:3.4|. Run in C1CCOC1 (THF). Yield: 34.3%. Run at temperature 0 celsius, time 30 minute.